From a dataset of the Open Reaction Database (ORD), a public repository of structured organic reaction records. describe an organic reaction: reactants, conditions, products, and yield The reactants are NC1CCSCC1 (4-aminotetrahydrothiopyran), BrC1=C(C(=O)N)C=CC(=C1)N1N=C(C=2C(CC(CC12)(C)C)=O)C(F)F (2-Bromo-4-(3-difluoromethyl-6,6-dimethyl-4-oxo-4,5,6,7-tetrahydro-indazol-1-yl)-benzamide), CC(C)(C)[O-].[Na+] (NaOtBu), N1N=CC=C1 (pyrazole), [OH-].[Na+] (NaOH). The reagents and catalysts are CC(=O)[O-].CC(=O)[O-].[Pd+2] (Pd(OAc)2), C1=CC=C(C=C1)P([C-]2C=CC=C2)C3=CC=CC=C3.C1=CC=C(C=C1)P([C-]2C=CC=C2)C3=CC=CC=C3.[Fe+2] (DPPF). Run in C1(=CC=CC=C1)C (Toluene), C(C)O (ethanol), CS(=O)C (DMSO). Reaction conditions: temperature 120 celsius. Yields the product FC(C1=NN(C=2CC(CC(C12)=O)(C)C)C1=CC(=C(C(=O)N)C=C1)NC1CCSCC1)F (4-(3-Difluoromethyl-6,6-dimethyl-4-oxo-4,5,6,7-tetrahydroindazol-1-yl)-2-(tetrahydro-thiopyran-4-ylamino)-benzamide), solid. Yield: 56.0%. Reaction SMILES: Br[C:2]1[CH:10]=[C:9]([N:11]2[C:19]3[CH2:18][C:17]([CH3:21])([CH3:20])[CH2:16][C:15](=[O:22])[C:14]=3[C:13]([CH:23]([F:25])[F:24])=[N:12]2)[CH:8]=[CH:7][C:3]=1[C:4]([NH2:6])=[O:5].CC([O-])(C)C.[Na+].[NH2:32][CH:33]1[CH2:38][CH2:37][S:36][CH2:35][CH2:34]1.N1C=CC=N1.[OH-].[Na+]>C(O)C.CC([O-])=O.CC([O-])=O.[Pd+2].C1C=CC(P(C2C=CC=CC=2)[C-]2C=CC=C2)=CC=1.C1C=CC(P(C2C=CC=CC=2)[C-]2C=CC=C2)=CC=1.[Fe+2].CS(C)=O.C1(C)C=CC=CC=1>[F:24][CH:23]([F:25])[C:13]1[C:14]2[C:15](=[O:22])[CH2:16][C:17]([CH3:21])([CH3:20])[CH2:18][C:19]=2[N:11]([C:9]2[CH:8]=[CH:7][C:3]([C:4]([NH2:6])=[O:5])=[C:2]([NH:32][CH:33]3[CH2:38][CH2:37][S:36][CH2:35][CH2:34]3)[CH:10]=2)[N:12]=1 |f:1.2,5.6,8.9.10,11.12.13|. Procedure details: 2-Bromo-4-(3-difluoromethyl-6,6-dimethyl-4-oxo-4,5,6,7-tetrahydro-indazol-1-yl)-benzamide (300 mg, 0.76 mmol), Pd(OAc)2 (8.7 mg, 5 mol %), DPPF (44.5 mg, 10 mol %) and NaOtBu (153 mg, 1.52 mmol) were added to a microwave vial. Toluene (1 mL) and 4-aminotetrahydrothiopyran (116 mg, 1.3 mol eq) were added and the vial was evacuated and back-filled with N2. The reaction mixture was heated at 120° C. for 15 min (microwave). The reaction mixture was filtered and the solids washed with CH2Cl2. The pro...